From a dataset of the Open Reaction Database (ORD), a public repository of structured organic reaction records. describe an organic reaction: reactants, conditions, products, and yield Procedure details: In a flame-dri ed reaction flask under a dry nitrogen atmosphere, there was slowly added a solution consisting of 850 mg. of sodium dissolved in 80 ml. of methanol to a slurry of 7.1 g. of 2,3-dichloro-6-methoxyquinoxaline in 60 ml. of methanol at 50° C. over a period of seven hours. The resulting mixture was then heated at 50° C. overnight and finally cooled to room temperature. Upon completion of this step, the spent reaction mixture was concentrated in vacuo and the residue subsequently disso... Product: ClC1=NC2=CC=C(C=C2N=C1OC)OC (2-chloro-3,6-dimethoxyquinoxaline). The reactants are [Na] (sodium), CO (methanol), CO (methanol), ClC1=NC2=CC=C(C=C2N=C1Cl)OC (2,3-dichloro-6-methoxyquinoxaline), 2-chloro-3,6-methoxyquinoxaline. Reaction SMILES: [Na].[Cl:2][C:3]1[C:12](Cl)=[N:11][C:10]2[C:5](=[CH:6][CH:7]=[C:8]([O:14][CH3:15])[CH:9]=2)[N:4]=1.[CH3:16][OH:17]>>[Cl:2][C:3]1[C:12]([O:17][CH3:16])=[N:11][C:10]2[C:5](=[CH:6][CH:7]=[C:8]([O:14][CH3:15])[CH:9]=2)[N:4]=1 |^1:0|. Conditions: temperature 50 celsius. Starting materials: aqueous solution, Cl (hydrochloric acid), ClC(CC1(C(C(CC1)CC1=CC=C(C=C1)Cl)=O)C)=C (2-(2-chloro-2-propenyl)-5-(4-chlorobenzyl)-2-methylcyclopentanone), ClC(CC1(C(C(CC1)CC1=CC=C(C=C1)Cl)=O)C)=C (2-(2-chloro-2-propenyl)-5-(4-chlorobenzyl)-2-methylcyclopentanone), ICI (diiodomethane), ICCI (1,2-diiodoethane), aqueous solution, [OH-].[Na+] (NaOH). The solvent is C1CCOC1 (THF), C1CCOC1 (THF). Reaction conditions: time 1 hour. The product is ClC1=CC=C(CC2CCC(C23CO3)(C)C=C(C)Cl)C=C1 (7-(4-chlorobenzyl)-4-(2-chloropropenyl)-4-methyl-1-oxaspiro[2.4]heptane). RXN SMILES: I[CH2:2]CI.[Cl:5][C:6](=[CH2:23])[CH2:7][C:8]1([CH3:22])[CH2:12][CH2:11][CH:10]([CH2:13][C:14]2[CH:19]=[CH:18][C:17]([Cl:20])=[CH:16][CH:15]=2)[C:9]1=[O:21].ICI.[OH-].[Na+].Cl>C1COCC1>[Cl:20][C:17]1[CH:18]=[CH:19][C:14]([CH2:13][CH:10]2[C:9]3([O:21][CH2:2]3)[C:8]([CH:7]=[C:6]([Cl:5])[CH3:23])([CH3:22])[CH2:12][CH2:11]2)=[CH:15][CH:16]=1 |f:3.4|. Procedure details: Under argon atmosphere, anhydrous THF (9 ml) was combined with Sm (1.01 g, 6.71 mmol), and then, at room temperature, 1,2-diiodoethane (1.05 g, 3.73 mmol) was added. The reaction solution was stirred for 1 hour at room temperature, and then cooled to −7 degrees C. to −2 degrees C., and 2-(2-chloro-2-propenyl)-5-(4-chlorobenzyl)-2-methylcyclopentanone (Compound (V), (Ra)Xana=CH3, (Rb)Xbnb=CH2CCl═CH2, Ym=4-Cl) dissolved in diiodomethane (0.90 g, 0.00168×2.0 mol) and THF (5 ml) was added, and stirr...